This data is from the Open Reaction Database (ORD), a public repository of structured organic reaction records. The task is: describe an organic reaction: reactants, conditions, products, and yield The reactants are crude material, ClC1=C2C(=NC(=N1)SC)N(C(NC2)=O)C2=C(C=CC=C2F)F (5-chloro-1-(2,6-difluorophenyl)-7-(methylthio)-3,4-dihydropyrimido[4,5-d]pyrimidin-2(1H)-one), tetrakis(triphenyl-phosphine)palladium(0), CN(C(C1=CC(=C(C=C1)C)B1OC(C(O1)(C)C)(C)C)=O)C (N,N,4-trimethyl-3-(4,4,5,5-tetramethyl-1,3,2-dioxaborolan-2-yl)benzamide), C(=O)([O-])[O-].[K+].[K+] (K2CO3). Run in O (water), O1CCOCC1 (dioxane). Reaction conditions: temperature 95 celsius. Product: FC1=C(C(=CC=C1)F)N1C(NCC2=C1N=C(N=C2C=2C=C(C(=O)N(C)C)C=CC2C)SC)=O (3-[8-(2,6-difluorophenyl)-2-(methylthio)-7-oxo-5,6,7,8-tetrahydropyrimido[4,5-d]pyrimidin-4-yl]-N,N,4-trimethylbenzamide). Reaction SMILES: Cl[C:2]1[N:7]=[C:6]([S:8][CH3:9])[N:5]=[C:4]2[N:10]([C:15]3[C:20]([F:21])=[CH:19][CH:18]=[CH:17][C:16]=3[F:22])[C:11](=[O:14])[NH:12][CH2:13][C:3]=12.[CH3:23][N:24]([CH3:43])[C:25](=[O:42])[C:26]1[CH:31]=[CH:30][C:29]([CH3:32])=[C:28](B2OC(C)(C)C(C)(C)O2)[CH:27]=1.C([O-])([O-])=O.[K+].[K+]>O1CCOCC1.O>[F:22][C:16]1[CH:17]=[CH:18][CH:19]=[C:20]([F:21])[C:15]=1[N:10]1[C:4]2[N:5]=[C:6]([S:8][CH3:9])[N:7]=[C:2]([C:28]3[CH:27]=[C:26]([CH:31]=[CH:30][C:29]=3[CH3:32])[C:25]([N:24]([CH3:43])[CH3:23])=[O:42])[C:3]=2[CH2:13][NH:12][C:11]1=[O:14] |f:2.3.4|. Procedure: 5-chloro-1-(2,6-difluorophenyl)-7-(methylthio)-3,4-dihydropyrimido[4,5-d]pyrimidin-2(1H)-one (0.102 g, 0.298 mmol), N,N,4-trimethyl-3-(4,4,5,5-tetramethyl-1,3,2-dioxaborolan-2-yl)benzamide from above, (0.129 g, 0.447 mmol), and K2CO3 (0.123 g, 0.894 mmol), were taken up in dioxane (6 mL) and water (1.2 mL). The mixture was degassed with argon for 30 min and tetrakis(triphenyl-phosphine)palladium(0) (0.026 g, 0.022 mmol) was added. The mixture was then heated under argon at 95° C. for 18 h. The s... The reactants are CN1CCC2(CC1)OC(C1=C3C(=CC=C12)OCCO3)=O (1′-methyl-(4,5-ethylendioxy)spiro(isobenzofuran-1(3H),4′-piperidin)-3-one), O1CCCC1.B (Borane tetrahydrofuran), Cl (hydrochloric acid). The solvent is O1CCCC1 (tetrahydrofuran). The product is CN1CCC2(CC1)OCC1=C3C(=CC=C12)OCCO3 (1′-methyl-(4,5-ethylenedioxy)spiro(isobenzofuran-1(3H),4′-piperidine)). Yield: 70.3%. Reaction SMILES: [CH3:1][N:2]1[CH2:7][CH2:6][C:5]2([C:15]3[C:10](=[C:11]4[O:19][CH2:18][CH2:17][O:16][C:12]4=[CH:13][CH:14]=3)[C:9](=O)[O:8]2)[CH2:4][CH2:3]1.O1CCCC1.B.Cl>O1CCCC1>[CH3:1][N:2]1[CH2:7][CH2:6][C:5]2([C:15]3[C:10](=[C:11]4[O:19][CH2:18][CH2:17][O:16][C:12]4=[CH:13][CH:14]=3)[CH2:9][O:8]2)[CH2:4][CH2:3]1 |f:1.2|. Procedure details: Into a 100 ml round bottom flask fitted with a nitrogen inlet, condenser, and magnetic stirring bar containing 10.9 ml of anhydrous tetrahydrofuran at 0° was placed 1′-methyl-(4,5-ethylendioxy)spiro(isobenzofuran-1(3H),4′-piperidin)-3-one (1.124 g, 4.08 mmol). Borane tetrahydrofuran complex (1.0 M in tetrahydrofuran, 10.2 mmol) was added slowly via syringe. The mixture was heated to reflux for 72 hours and then cooled to 0°. 5N hydrochloric acid (4 ml) was then added via syringe before heating t... Reactants: COc3ccc2cc(c1ccccc1C)ccc2c3 (substrate), Cc1ccc([Mg]Br)cc1 (effective_coupling_partner). The reagents and catalysts are C1-CDC. Reaction conditions: temperature 60 celsius, time 4 hour. The product is Cc4ccc(c3ccc2cc(c1ccccc1C)ccc2c3)cc4. Starting materials: O=C([O-])O, CC=CCCl, CO, [Na+], c1c[nH]cn1. Product: CC=CCn1ccnc1. Reaction SMILES: [C:11](=[O:12])([OH:13])[O-:14].[CH2:1]([CH:2]=[CH:3][CH3:4])[Cl:5].[CH3:16][OH:17].[Na+:15].[nH:6]1[cH:7][n:8][cH:9][cH:10]1>>[CH2:1]([CH:2]=[CH:3][CH3:4])[n:6]1[cH:7][n:8][cH:9][cH:10]1. Reactants: C1CO1, C1CCOC1, Cn1nccc1CCOc1ccc(C2CCN(c3ccc4nnc(C(F)(F)F)n4n3)CC2)cc1, Cn1cccn1, ClCCl. Product: Cn1nccc1CCO. RXN SMILES: [CH2:41]1[O:42][CH2:43]1.[CH2:44]1[O:45][CH2:46][CH2:47][CH2:48]1.[CH3:1][n:2]1[n:3][cH:4][cH:5][c:6]1[CH2:7][CH2:8][O:9][c:10]1[cH:11][cH:12][c:13]([CH:14]2[CH2:15][CH2:16][N:17]([c:18]3[cH:19][cH:20][c:21]4[n:22]([c:23]([C:24]([F:25])([F:26])[F:27])[n:28][n:29]4)[n:30]3)[CH2:31][CH2:32]2)[cH:33][cH:34]1.[CH3:35][n:36]1[n:37][cH:38][cH:39][cH:40]1.[Cl:49][CH2:50][Cl:51]>>[CH3:1][n:2]1[n:3][cH:4][cH:5][c:6]1[CH2:7][CH2:8][OH:9]. Starting materials: CC(C)C[Al+]CC(C)C, Cc1ccccc1, O=C(O)c1ccc(C2CCCCC2)cc1, [H-]. Product: OCc1ccc(C2CCCCC2)cc1. As a reaction SMILES: [CH2:17]([Al+:18][CH2:19][CH:20]([CH3:21])[CH3:22])[CH:23]([CH3:24])[CH3:25].[CH3:26][c:27]1[cH:28][cH:29][cH:30][cH:31][cH:32]1.[CH:1]1([c:7]2[cH:8][cH:9][c:10]([C:11](=[O:12])[OH:13])[cH:14][cH:15]2)[CH2:2][CH2:3][CH2:4][CH2:5][CH2:6]1.[H-:16]>>[CH:1]1([c:7]2[cH:8][cH:9][c:10]([CH2:11][OH:12])[cH:14][cH:15]2)[CH2:2][CH2:3][CH2:4][CH2:5][CH2:6]1. Reactants: C1(=CC=CC=C1)C1CC2(OCCO2)CC(S1)C1=CC=CC=C1 (7,9-diphenyl-1,4-dioxa-8-thiaspiro[4.5]- decane), ClC1=CC(=CC=C1)C(=O)OO (m-chloroperbenzoic acid). The solvent is C(Cl)Cl (methylene chloride), C(Cl)Cl (methylene chloride). Reaction conditions: time 16 hour. Product: C1(=CC=CC=C1)C1CC2(OCCO2)CC(S1=O)C1=CC=CC=C1 (7,9-Di-phenyl-1,4-dioxa-8-thiaspiro[4,5]-decane 8-oxide). As a reaction SMILES: [C:1]1([CH:7]2[S:16][CH:15]([C:17]3[CH:22]=[CH:21][CH:20]=[CH:19][CH:18]=3)[CH2:14][C:9]3([O:13][CH2:12][CH2:11][O:10]3)[CH2:8]2)[CH:6]=[CH:5][CH:4]=[CH:3][CH:2]=1.ClC1C=CC=C(C(OO)=[O:31])C=1>C(Cl)Cl>[C:1]1([CH:7]2[S:16](=[O:31])[CH:15]([C:17]3[CH:22]=[CH:21][CH:20]=[CH:19][CH:18]=3)[CH2:14][C:9]3([O:13][CH2:12][CH2:11][O:10]3)[CH2:8]2)[CH:2]=[CH:3][CH:4]=[CH:5][CH:6]=1. Reported procedure: 23.4 g of 7,9-diphenyl-1,4-dioxa-8-thiaspiro[4.5]- decane are dissolved in 50 ml of methylene chloride and the solution is cooled to -10°. A solution of 16.0 g of m-chloroperbenzoic acid in 200 ml of methylene chloride is added dropwise in the course of about 7 hours, it being ensured that the temperature does not exceed -5°. The reaction mixture is then stirred at 0° for 16 hours and filtered and the residue is washed with 100 ml of methylene chloride. The combined methylene chloride solutions ...